From a dataset of the Open Reaction Database (ORD), a public repository of structured organic reaction records. describe an organic reaction: reactants, conditions, products, and yield Reactants: CP(=O)(C)Cl (dimethylphosphinic chloride), [H-].[Na+] (sodium hydride), C1=CC(=CC=C1[N+](=O)[O-])O (p-nitrophenol). Run in O1CCCC1 (tetrahydrofuran). Yields the product [N+](=O)([O-])C1=CC=C(C=C1)OP(=O)(C)C (dimethylphosphinic acid 4-nitrophenyl ester). Isolated yield 26.0%. As a reaction SMILES: [CH3:1][P:2](Cl)([CH3:4])=[O:3].[H-].[Na+].[CH:8]1[C:13]([N+:14]([O-:16])=[O:15])=[CH:12][CH:11]=[C:10]([OH:17])[CH:9]=1>O1CCCC1>[N+:14]([C:13]1[CH:12]=[CH:11][C:10]([O:17][P:2]([CH3:4])([CH3:1])=[O:3])=[CH:9][CH:8]=1)([O-:16])=[O:15] |f:1.2|. Procedure details: The dimethylphosphinic acid 4-nitrophenyl ester reactant is prepared according to procedure E using 500 mg of dimethylphosphinic chloride, 214 mg of sodium hydride (50% in oil), and 618 mg of p-nitrophenol in solution in 10 ml of tetrahydrofuran. 700 mg of expected product are collected. Yield=26%. As a reaction SMILES: COC(=O)c1ccc(N)cc1OC.Cc1ccc(C(=O)O)c2ccccc12.C1CCC(CC1)N=C=NC2CCCCC2.C1=CC2=C(C=C1Cl)N(N=N2)O.CN(C)C=O>>COC(=O)c1ccc(NC(=O)c2ccc(C)c3ccccc23)cc1OC. Product: COC(=O)c1ccc(NC(=O)c2ccc(C)c3ccccc23)cc1OC. Reaction conditions: temperature 25 celsius, time 2 hour. Isolated yield 6.5%. Starting materials: Cc1ccc(C(=O)O)c2ccccc12, COC(=O)c1ccc(N)cc1OC. Reagents/catalysts: C1CCC(CC1)N=C=NC2CCCCC2 (DCC), C1=CC2=C(C=C1Cl)N(N=N2)O (6-Cl-HOBT). Run in CN(C)C=O (DMF), CN(C)C=O (DMF), CN(C)C=O (DMF), CN(C)C=O (DMF), CN(C)C=O (DMF), CN(C)C=O (DMF). Reactants: O.O.Cl[Sn]Cl (SnCl2.2H2O), Cl (HCl), [N+](=O)([O-])C1=C(N)C(=CC(=C1)[N+](=O)[O-])I (2,4-dinitro-6-iodoaniline), [OH-].[Na+] (NaOH), CO.CCOC(=O)C (MeOH EtOAc). The product is IC1=CC(=CC2=C1N=CN2)N (7-Iodo-5-aminobenzimidazole). Isolated yield 33.0%. As a reaction SMILES: O.O.Cl[Sn]Cl.Cl.[N+:7]([C:10]1[CH:16]=[C:15]([N+:17]([O-])=O)[CH:14]=[C:13]([I:20])[C:11]=1[NH2:12])([O-])=O.[OH-].[Na+].CO.[CH3:25]COC(C)=O>>[I:20][C:13]1[C:11]2[N:12]=[CH:25][NH:7][C:10]=2[CH:16]=[C:15]([NH2:17])[CH:14]=1 |f:0.1.2,5.6,7.8|. Procedure: A solution of 10 g of SnCl2.2H2O and 20 ml of HCl was added into 2,4-dinitro-6-iodoaniline (4.1 g, 13 mmol) and resulting reaction mixture was stirred at reflux for 48 h. The reaction mixture was then basified by adding 15% aq. NaOH and extracted with CHCl3 several times. Combined extracts ere dried over MgSO4 and concentrated in vacuo, yielding oily residue which was subjected to column chromatography (5% MeOH/EtOAc) to yield 1.1 g (4.4 mmol, 33%) of the amine. The amine was stirred at ref lux ...